Dataset: the Open Reaction Database (ORD), a public repository of structured organic reaction records. Task: describe an organic reaction: reactants, conditions, products, and yield Reactants: O=[N+]([O-])c1ccc(F)c2ccccc12, [H-], [Na+], CN(C)C=O, CC(C)(O)Cc1ccnc(NC(=O)OC(C)(C)C)c1. The product is CC(C)(C)OC(=O)Nc1cc(CC(C)(C)Oc2ccc([N+](=O)[O-])c3ccccc23)ccn1. As a reaction SMILES: [F:22][c:23]1[cH:24][cH:25][c:26]([N+:33](=[O:34])[O-:35])[c:27]2[cH:28][cH:29][cH:30][cH:31][c:32]12.[H-:20].[Na+:21].[O:36]=[CH:37][N:38]([CH3:39])[CH3:40].[OH:1][C:2]([CH2:3][c:4]1[cH:5][c:6]([NH:10][C:11]([O:12][C:13]([CH3:14])([CH3:15])[CH3:16])=[O:17])[n:7][cH:8][cH:9]1)([CH3:18])[CH3:19]>>[O:1]([C:2]([CH2:3][c:4]1[cH:5][c:6]([NH:10][C:11]([O:12][C:13]([CH3:14])([CH3:15])[CH3:16])=[O:17])[n:7][cH:8][cH:9]1)([CH3:18])[CH3:19])[c:23]1[cH:24][cH:25][c:26]([N+:33](=[O:34])[O-:35])[c:27]2[cH:28][cH:29][cH:30][cH:31][c:32]12.